From a dataset of the Open Reaction Database (ORD), a public repository of structured organic reaction records. describe an organic reaction: reactants, conditions, products, and yield The reactants are BrC1=CC=CC(=N1)CN1CCC(CC1)CCC1=C2C(=CC=C1)OCO2 (1-[(6-bromo-2-pyridyl)methyl]-4-(2,3-methylenedioxyphenethyl)piperidine), CO.C[O-].[Na+] (sodium methoxide methanol), O (Water). Yields the product COC1=CC=CC(=N1)CN1CCC(CC1)CCC1=C2C(=CC=C1)OCO2 (1-[(6-Methoxy-2-pyridyl)methyl]-4-(2,3-methylenedioxyphenethyl)piperidine). As a reaction SMILES: Br[C:2]1[N:7]=[C:6]([CH2:8][N:9]2[CH2:14][CH2:13][CH:12]([CH2:15][CH2:16][C:17]3[CH:22]=[CH:21][CH:20]=[C:19]4[O:23][CH2:24][O:25][C:18]=34)[CH2:11][CH2:10]2)[CH:5]=[CH:4][CH:3]=1.[OH2:26].[CH3:27]O.C[O-].[Na+]>>[CH3:27][O:26][C:2]1[N:7]=[C:6]([CH2:8][N:9]2[CH2:14][CH2:13][CH:12]([CH2:15][CH2:16][C:17]3[CH:22]=[CH:21][CH:20]=[C:19]4[O:23][CH2:24][O:25][C:18]=34)[CH2:11][CH2:10]2)[CH:5]=[CH:4][CH:3]=1 |f:2.3.4|. Procedure details: In a 28% sodium methoxide methanol solution (2 ml) was dissolved 218 mg of 1-[(6-bromo-2-pyridyl)methyl]-4-(2,3-methylenedioxyphenethyl)piperidine obtained in Referential Example 19, followed by heating under reflux for 1 hour. Water was added to the reaction solution, and the mixture was extracted with ethyl acetate. The extract was washed with brine, dried over anhydrous magnesium sulfate and the solvent was evaporated, to give 144 mg of the title compound as a colorless oil.